This data is from the Open Reaction Database (ORD), a public repository of structured organic reaction records. The task is: describe an organic reaction: reactants, conditions, products, and yield The reactants are BrC=1C=C2C(=NC1)N(C=C2I)S(=O)(=O)C2=CC=C(C)C=C2 (5-bromo-3-iodo-1-tosyl-1H-pyrrolo[2,3-b]pyridine), N1C=CC2=CC(=CC=C12)B(O)O (1H-indol-5-ylboronic acid), CC#N (CH3CN), C(=O)([O-])[O-].[Na+].[Na+] (Na2CO3). The reagents and catalysts are Cl[Pd]([P](C1=CC=CC=C1)(C2=CC=CC=C2)C3=CC=CC=C3)([P](C4=CC=CC=C4)(C5=CC=CC=C5)C6=CC=CC=C6)Cl (bis(triphenylphosphine)palladium(II) dichloride). Run at temperature 60 celsius, time 8 hour. Yields the product BrC=1C=C2C(=NC1)N(C(=C2C2=CC=C(C=C2)O)C)S(=O)(=O)C2=CC=C(C=C2)C (4-[5-Bromo-2-methyl-1-(toluene-4-sulfonyl)-1H-pyrrolo[2,3-b]pyridin-3-yl]-phenol). The yield is 76.0%. Reaction SMILES: [Br:1][C:2]1[CH:3]=[C:4]2[C:10](I)=[CH:9][N:8]([S:12]([C:15]3[CH:21]=[CH:20][C:18]([CH3:19])=[CH:17][CH:16]=3)(=[O:14])=[O:13])[C:5]2=[N:6][CH:7]=1.N1C2[C:25](=[CH:26][C:27](B(O)O)=CC=2)[CH:24]=[CH:23]1.[C:34]([O-:37])([O-])=O.[Na+].[Na+].[CH3:40]C#N>Cl[Pd](Cl)([P](C1C=CC=CC=1)(C1C=CC=CC=1)C1C=CC=CC=1)[P](C1C=CC=CC=1)(C1C=CC=CC=1)C1C=CC=CC=1>[Br:1][C:2]1[CH:3]=[C:4]2[C:10]([C:25]3[CH:26]=[CH:27][C:34]([OH:37])=[CH:23][CH:24]=3)=[C:9]([CH3:40])[N:8]([S:12]([C:15]3[CH:21]=[CH:20][C:18]([CH3:19])=[CH:17][CH:16]=3)(=[O:14])=[O:13])[C:5]2=[N:6][CH:7]=1 |f:2.3.4,^1:45,64|. Procedure details: To a stirred suspension of 5-bromo-3-iodo-1-tosyl-1H-pyrrolo[2,3-b]pyridine (0.30 g, 0.62 mmol) and 1H-indol-5-ylboronic acid (0.12 mg, 0.75 mmol) in CH3CN (3 mL) was added 1 M Na2CO3 (3 mL) followed by bis(triphenylphosphine)palladium(II) dichloride (0.004 g, 0.062 mmol). The resulting mixture was stirred overnight at 60° C. After the mixture was evaporated to dryness in vacuo, it was dissolved in DMF (3 mL), absorbed onto Celite, and dried. The residue was purified via silica gel chromatograph... Starting materials: BrC=1C=C2C=CNC2=NC1 (5-bromo-7-azaindole), [Cl-].[NH4+].[OH-].[NH4+] (ammonium chloride ammonium hydroxide), C[O-].[Na+] (sodium methoxide), O (water), BrC=1C=C2C=CNC2=NC1 (5-bromo-7-azaindole), C[O-].[Na+] (sodium methoxide). Reagents/catalysts: [Cu]Br (copper-(I) bromide), [Cu]I (copper(I) iodide). Run in CN(C=O)C (N,N-dimethylformamide), C(C)(=O)OCC (ethyl acetate), CO (methanol), CN(C=O)C (N,N-dimethylformamide), CO (methanol). Reaction conditions: temperature 120 celsius, time 8 hour. The product is COC=1C=C2C(=NC1)NC=C2 (5-Methoxy-1H-pyrrolo[2,3-b]pyridine). Reaction SMILES: Br[C:2]1[CH:3]=[C:4]2[C:8](=[N:9][CH:10]=1)[NH:7][CH:6]=[CH:5]2.[CH3:11][O-:12].[Na+].O.[Cl-].[NH4+].[OH-].[NH4+]>CN(C)C=O.CO.C(OCC)(=O)C.[Cu]I.[Cu]Br>[CH3:11][O:12][C:2]1[CH:3]=[C:4]2[CH:5]=[CH:6][NH:7][C:8]2=[N:9][CH:10]=1 |f:1.2,4.5.6.7|. Reported procedure: To 5-bromo-7-azaindole (67, 500.0 mg, 2.53 mmol) in N,N-dimethylformamide (8 mL) were added copper(I) iodide (966 mg, 5.08 mmol) and sodium methoxide in methanol (3 M, 5 mL). The reaction was stirred overnight at 120° C. under an atmosphere of Argon. The reaction was poured into water, and extracted with ethyl acetate. The organic layer was dried over anhydrous sodium sulfate, filtered. The filtrate was concentrated and purified with silica gel column chromatograph eluting with 20% ethyl acetate... Starting materials: C(C)OC(=O)C1(N(CCC1)C=1C=NC(=CC1)OC=1C=C2C=NN(C2=CC1)C=1C=NC=CC1)C(=O)OCC (1-[6-(1-Pyridin-3-yl-1H-indazol-5-yloxy)-pyridin-3-y]-pyrrolidine-2,2-dicarboxylic acid diethyl ester), C(C)OC(C(C(=O)OCC)NC=1C=NC(=CC1)OC=1C=C2C=NN(C2=CC1)C=1C=NC=CC1)=O (2-[6-(1-Pyridin-3-yl-1H-indazol-5-yloxy)-pyridin-3-ylamino]-malonic acid diethyl ester), CN(C=O)C (dimethylformamide), BrCCCBr (1,3 dibromopropane), C([O-])([O-])=O.[Cs+].[Cs+] (cesium carbonate). Run at temperature 55 celsius. The product is N1=CC(=CC=C1)N1N=CC2=CC(=CC=C12)OC1=CC=C(C=N1)N1CCCC12C(NC(NC2=O)=O)=O (1-[6-(1-PYRIDIN-3-YL-1H-INDAZOL-5-YLOXY)-PYRIDIN-3-YL]-1,7,9-TRIAZA-SPIRO[4.5]DECANE-6,8,10-TRIONE). RXN SMILES: C(O[C:4]([C:6]1([C:33](OCC)=[O:34])[CH2:10][CH2:9][CH2:8][N:7]1[C:11]1[CH:12]=[N:13][C:14]([O:17][C:18]2[CH:19]=[C:20]3[C:24](=[CH:25][CH:26]=2)[N:23]([C:27]2[CH:28]=[N:29][CH:30]=[CH:31][CH:32]=2)[N:22]=[CH:21]3)=[CH:15][CH:16]=1)=[O:5])C.C(OC(=O)C(NC1C=[N:51][C:52]([O:55]C2C=C3C(=CC=2)N(C2C=NC=CC=2)N=C3)=CC=1)C(OCC)=O)C.BrCCCBr.C(=O)([O-])[O-].[Cs+].[Cs+].C[N:84](C)C=O>>[N:29]1[CH:30]=[CH:31][CH:32]=[C:27]([N:23]2[C:24]3[C:20](=[CH:19][C:18]([O:17][C:14]4[N:13]=[CH:12][C:11]([N:7]5[C:6]6([C:4](=[O:5])[NH:84][C:52](=[O:55])[NH:51][C:33]6=[O:34])[CH2:10][CH2:9][CH2:8]5)=[CH:16][CH:15]=4)=[CH:26][CH:25]=3)[CH:21]=[N:22]2)[CH:28]=1 |f:3.4.5|. Procedure details: 1-[6-(1-Pyridin-3-yl-1H-indazol-5-yloxy)-pyridin-3-y]-pyrrolidine-2,2-dicarboxylic acid diethyl ester can be prepared by dissolving 2-[6-(1-Pyridin-3-yl-1H-indazol-5-yloxy)-pyridin-3-ylamino]-malonic acid diethyl ester (9.25 mmol) in dimethylformamide (90 mL), followed by addition of 1,3 dibromopropane (938 μL, 9.25 mmol) and cesium carbonate (6 grams, 18.5 mmol). The reaction mixture is stirred for approximately 24 hours to 48 hours. The mixture is filtered through celite, and then concentrated... The reactants are ClC1=C2N=CN(C2=NC(=N1)N)CC1=C(C(=C(C(=C1)OC)OC)OC)Cl (6-chloro-9-(2-chloro-3,4,5-trimethoxy-benzyl)-9H-purin-2-ylamine), C[Al](C)C (trimethylaluminum), [Cl-].[NH4+] (ammonium chloride). Reagents/catalysts: C1(=CC=CC=C1)P(C1=CC=CC=C1)(C1=CC=CC=C1)[Pd](P(C1=CC=CC=C1)(C1=CC=CC=C1)C1=CC=CC=C1)(P(C1=CC=CC=C1)(C1=CC=CC=C1)C1=CC=CC=C1)P(C1=CC=CC=C1)(C1=CC=CC=C1)C1=CC=CC=C1 (tetrakis(triphenylphosphino)-palladium). Solvent: C1CCOC1 (THF), C1(=CC=CC=C1)C (toluene). Product: ClC1=C(CN2C3=NC(=NC(=C3N=C2)C)N)C=C(C(=C1OC)OC)OC (9-(2-chloro-3,4,5-trimethoxy-benzyl)-6-methyl-9H-purin-2-ylamine). Reaction SMILES: Cl[C:2]1[N:10]=[C:9]([NH2:11])[N:8]=[C:7]2[C:3]=1[N:4]=[CH:5][N:6]2[CH2:12][C:13]1[CH:18]=[C:17]([O:19][CH3:20])[C:16]([O:21][CH3:22])=[C:15]([O:23][CH3:24])[C:14]=1[Cl:25].[CH3:26][Al](C)C.[Cl-].[NH4+]>C1COCC1.C1(C)C=CC=CC=1.C1(P([Pd](P(C2C=CC=CC=2)(C2C=CC=CC=2)C2C=CC=CC=2)(P(C2C=CC=CC=2)(C2C=CC=CC=2)C2C=CC=CC=2)P(C2C=CC=CC=2)(C2C=CC=CC=2)C2C=CC=CC=2)(C2C=CC=CC=2)C2C=CC=CC=2)C=CC=CC=1>[Cl:25][C:14]1[C:15]([O:23][CH3:24])=[C:16]([O:21][CH3:22])[C:17]([O:19][CH3:20])=[CH:18][C:13]=1[CH2:12][N:6]1[CH:5]=[N:4][C:3]2[C:7]1=[N:8][C:9]([NH2:11])=[N:10][C:2]=2[CH3:26] |f:2.3|. Reported procedure: A suspension of 6-chloro-9-(2-chloro-3,4,5-trimethoxy-benzyl)-9H-purin-2-ylamine, see example 97) (0.2 mmol) and tetrakis(triphenylphosphino)-palladium (0.02 mmol) in dry THF (3 mL) was treated with trimethylaluminum (2M in toluene, 0.45 mmol) under nitrogen and heated to reflux for 3 h. The reaction mixture was cooled to r.t., diluted with toluene (5 mL) and quenched with methanol (0.5 mL) followed by ammonium chloride (1 mmol). The mixture was heated to reflux for 2 h and filtered, while hot, ... Starting materials: P(O)(=O)(OP(=O)(O)OP(=O)(O)O)OC[C@@H]1[C@H]([C@H]([C@@H](O1)N1C=NC=2C(=O)NC(N)=NC12)O)O (GTP), P(O)(=O)(OP(=O)(O)OP(=O)(O)O)OC[C@@H]1[C@H]([C@H]([C@@H](O1)N1C=NC=2C(=O)NC(N)=NC12)O)O (GTP), C[C@H](CC1=CN=CN1)N (R(−)alpha methylhistamine), [Na+].[Cl-] (NaCl), [Mg+2].[Cl-].[Cl-] (MgCl2), P(O)(=O)(OP(=O)(O)OP(=O)(O)O)OC[C@@H]1[C@H]([C@H]([C@@H](O1)N1C=NC=2C(=O)NC(N)=NC12)O)O (GTP). The solvent is C1CN(CCN1CCO)CCS(=O)(=O)O (HEPES). Run at time 15 minute. The product is C=1N=C(C2=C(N1)N(C=N2)[C@H]3[C@@H]([C@H]4[C@H](O3)COP(=O)(O4)O)O)N (cAMP). Reaction SMILES: [P:1]([O:13][CH2:14][C@H:15]1[O:19][C@@H:18]([N:20]2[C:30]3[N:29]=[C:27](N)[NH:26][C:24](=O)[C:23]=3[N:22]=[CH:21]2)[C@H:17]([OH:31])[C@@H:16]1[OH:32])(OP(OP(O)(O)=O)(O)=O)(=[O:3])[OH:2].[Na+].[Cl-].[Mg+2].[Cl-].[Cl-].C[C@@H](N)CC1NC=[N:43]C=1>C1N(CCO)CCN(CCS(O)(=O)=O)C1>[CH:27]1[N:26]=[C:24]([NH2:43])[C:23]2[N:22]=[CH:21][N:20]([C@@H:18]3[O:19][C@@H:15]4[CH2:14][O:13][P:1]([OH:2])([O:32][C@H:16]4[C@H:17]3[OH:31])=[O:3])[C:30]=2[N:29]=1 |f:1.2,3.4.5|. Procedure details: Antagonist activity of selected compounds was tested for inhibition of [35S] GTP γ [S] binding to H3R membranes in the presence of agonists. Assays were run at room temperature in 20 mM HEPES, 100 mM NaCl, 5 mM MgCl2 and 10 uM GDP at pH 7.4 in a final volume of 200 ul in 96-well Costar plates. Membranes isolated from H3R8-expressing HEK293 cell line (20 ug/well) and GDP were added to each well in a volume of 50 μl assay buffer. Antagonist was then added to the wells in a volume of 50 μl assay bu... Starting materials: C(C)I (ethyl iodide), C1(=CC=CC=C1)C1=NC(SC1C1=CC=CC=C1)=S (4,5-bis-phenylthiazoline-2-thione), [H-].[Na+] (sodium hydride), CCCCCC (hexane), ice water. The solvent is CN(P(N(C)C)(N(C)C)=O)C (hexamethylphosphoric acid triamide). The product is C(C)SC=1SC(=C(N1)C1=CC=CC=C1)C1=CC=CC=C1 (2-ethylthio-4,5-bis-phenylthiazole). Reaction SMILES: [C:1]1([C:7]2[CH:11]([C:12]3[CH:17]=[CH:16][CH:15]=[CH:14][CH:13]=3)[S:10][C:9](=[S:18])[N:8]=2)[CH:6]=[CH:5][CH:4]=[CH:3][CH:2]=1.[H-].[Na+].[CH3:21][CH2:22]CCCC.C(I)C>CN(C)P(=O)(N(C)C)N(C)C>[CH2:21]([S:18][C:9]1[S:10][C:11]([C:12]2[CH:13]=[CH:14][CH:15]=[CH:16][CH:17]=2)=[C:7]([C:1]2[CH:2]=[CH:3][CH:4]=[CH:5][CH:6]=2)[N:8]=1)[CH3:22] |f:1.2|. Procedure details: 5 g of 4,5-bis-phenylthiazoline-2-thione are dissolved in 50 ml of hexamethylphosphoric acid triamide, the solution is cooled to 5° and, while stirring, sodium hydride (0.89 g of a 50% strength suspension in mineral oil, de-oiled with hexane) is added. The mixture is stirred for 30 minutes at room temperature, then 3.18 g of ethyl iodide are slowly added dropwise and the mixture is then stirred for 30 minutes at room temperature, poured onto 1000 ml of ice-water and extracted by shaking twice wi...